The task is: describe an organic reaction: reactants, conditions, products, and yield. This data is from the Open Reaction Database (ORD), a public repository of structured organic reaction records. Starting materials: C(N)(=N)C1=CC=C2C=C(N(C2=C1)CC)CC[C@H]1N(CCCC1)C(=O)[C@@H]1N(CCC1)CC(=O)OCC (ethyl 2-[(R)-2-[[(S)-2-[2-(6-amidino-1-ethylindol-2-yl)ethyl]piperidyl]carbonyl]pyrrolidinyl]acetate), [OH-].[Na+] (NaOH). The solvent is C(C)O (ethanol). Reaction conditions: time 3 hour. Product: C(N)(=N)C1=CC=C2C=C(N(C2=C1)CC)CC[C@H]1N(CCCC1)C(=O)[C@@H]1N(CCC1)CC(=O)O (2-[(R)-2-[[(S)-2-[2-(6-amidino-1-ethylindol-2-yl)ethyl]piperidyl]carbonyl]pyrrolidinyl]acetic acid). Yield: 45.5%. Reaction SMILES: [C:1]([C:4]1[CH:12]=[C:11]2[C:7]([CH:8]=[C:9]([CH2:15][CH2:16][C@@H:17]3[CH2:22][CH2:21][CH2:20][CH2:19][N:18]3[C:23]([C@H:25]3[CH2:29][CH2:28][CH2:27][N:26]3[CH2:30][C:31]([O:33]CC)=[O:32])=[O:24])[N:10]2[CH2:13][CH3:14])=[CH:6][CH:5]=1)(=[NH:3])[NH2:2].[OH-].[Na+]>C(O)C>[C:1]([C:4]1[CH:12]=[C:11]2[C:7]([CH:8]=[C:9]([CH2:15][CH2:16][C@@H:17]3[CH2:22][CH2:21][CH2:20][CH2:19][N:18]3[C:23]([C@H:25]3[CH2:29][CH2:28][CH2:27][N:26]3[CH2:30][C:31]([OH:33])=[O:32])=[O:24])[N:10]2[CH2:13][CH3:14])=[CH:6][CH:5]=1)(=[NH:2])[NH2:3] |f:1.2|. Reported procedure: In a 50 ml flask; 140 mg of ethyl 2-[(R)-2-[[(S)-2-[2-(6-amidino-1-ethylindol-2-yl)ethyl]piperidyl]carbonyl]pyrrolidinyl]acetate was dissolved in 10 ml of ethanol, and 0.5 ml of 2N NaOH was added thereto. The reaction solution was stirred for 3 hours at room temperature and evaporated under reduced pressure to remove the solvent. The residue was purified with column choromatography [eluent: ethyl acetate/methanol (1:1)] on NH-DM1020 silica to obtain 60 mg of the title compound as a yellowish whi...